From a dataset of the Open Reaction Database (ORD), a public repository of structured organic reaction records. describe an organic reaction: reactants, conditions, products, and yield The reactants are ClC=1C=C(N)C=CC1OC(C)C1=C(C(=CC=C1Cl)F)Cl (3-chloro-4-[1-(2,6-dichloro-3-fluorophenyl)ethoxy]aniline), [S-]C#N.[K+] (potassium thiocyanate), BrBr (dibromine). Yields the product ClC=1C(=CC2=C(N=C(S2)N)C1)OC(C)C1=C(C(=CC=C1Cl)F)Cl (5-chloro-6-[1-(2,6-dichloro-3-fluorophenyl)ethoxy]-1,3-benzothiazol-2-amine). Isolated yield 61.0%. As a reaction SMILES: [Cl:1][C:2]1[CH:3]=[C:4]([CH:6]=[CH:7][C:8]=1[O:9][CH:10]([C:12]1[C:17]([Cl:18])=[CH:16][CH:15]=[C:14]([F:19])[C:13]=1[Cl:20])[CH3:11])[NH2:5].[S-:21][C:22]#[N:23].[K+].BrBr>>[Cl:1][C:2]1[C:8]([O:9][CH:10]([C:12]2[C:17]([Cl:18])=[CH:16][CH:15]=[C:14]([F:19])[C:13]=2[Cl:20])[CH3:11])=[CH:7][C:6]2[S:21][C:22]([NH2:23])=[N:5][C:4]=2[CH:3]=1 |f:1.2|. Procedure: 5-Chloro-6-[1-(2,6-dichloro-3-fluorophenyl)ethoxy]-1,3-benzothiazol-2-amine was prepared according to the method described in Example 20d but from 1.19 g of 3-chloro-4-[1-(2,6-dichloro-3-fluorophenyl)ethoxy]aniline, 1.38 g of potassium thiocyanate and 0.182 cm3 of dibromine. We obtain 0.85 g of 5-chloro-6-[1-(2,6-dichloro-3-fluorophenyl)ethoxy]-1,3-benzothiazol-2-amine in the form of a yellow-coloured solid, which has the following characteristics: Reactants: C(C)(=O)NC1=C(N(C2=CC(=CC=C12)Cl)C(=O)OCC)C(C1=C(C=CC=C1)Cl)=O (3-Acetylamino-6-chloro-2-(2-chlorobenzoyl)-1-(ethoxycarbonyl)indole), [K+].[Br-] (KBr). Product: C(C)(=O)NC1=C(NC2=CC(=CC=C12)Cl)C(C1=C(C=CC=C1)Cl)=O (3-Acetylamino-6-chloro-2-(2-chlorobenzoyl)indole). Reaction SMILES: [C:1]([NH:4][C:5]1[C:13]2[C:8](=[CH:9][C:10]([Cl:14])=[CH:11][CH:12]=2)[N:7](C(OCC)=O)[C:6]=1[C:20](=[O:28])[C:21]1[CH:26]=[CH:25][CH:24]=[CH:23][C:22]=1[Cl:27])(=[O:3])[CH3:2].[K+].[Br-]>>[C:1]([NH:4][C:5]1[C:13]2[C:8](=[CH:9][C:10]([Cl:14])=[CH:11][CH:12]=2)[NH:7][C:6]=1[C:20](=[O:28])[C:21]1[CH:26]=[CH:25][CH:24]=[CH:23][C:22]=1[Cl:27])(=[O:3])[CH3:2] |f:1.2|. Reported procedure: The title compound was prepared according to the procedure described in step 2 of Example 2 (Method A) from 3-acetylamino-6-chloro-2-(2-chlorobenzoyl)-1-(ethoxycarbonyl)indole (step 1). 1H-NMR (CDCl3) δ: 9.58 (1H, br s), 8.51 (1H, br s), 8.19 (1H, d, J=8.8 Hz), 7.52-7.03 (6H, m), 2.18 (3H, s) IR (KBr) ν: 3300, 1680, 1620, 1580, 1540, 1340, 1320, 1240, 1060, 1020, 920, 760, 740 cm−1